Dataset: the Open Reaction Database (ORD), a public repository of structured organic reaction records. Task: describe an organic reaction: reactants, conditions, products, and yield Starting materials: N1C(=O)C(=O)C2=CC=CC=C12 (isatine), [OH-].[K+] (potassium hydroxide), C1(CCCCC1)=O (cyclohexanone), C(C)O (ethanol). The product is C1(CCCCC1)C1=NC2=CC=CC=C2C(=C1)C(=O)O (cyclohexylquinoline-4-carboxylic acid). As a reaction SMILES: [NH:1]1[C:11]2[C:6](=[CH:7][CH:8]=[CH:9][CH:10]=2)[C:4](=O)[C:2]1=[O:3].[OH-:12].[K+].[C:14]1(=O)[CH2:19][CH2:18][CH2:17][CH2:16][CH2:15]1.[CH2:21](O)[CH3:22]>>[CH:14]1([C:21]2[CH:22]=[C:4]([C:2]([OH:12])=[O:3])[C:6]3[C:11](=[CH:10][CH:9]=[CH:8][CH:7]=3)[N:1]=2)[CH2:19][CH2:18][CH2:17][CH2:16][CH2:15]1 |f:1.2|. Procedure: A mixture of 2.94 g (0.02 mole) isatine and 50 ml ethanol and 2.24 g (0.04 mole) potassium hydroxide and 2 g (0.02 mole) cyclohexanone is refluxed to give cyclohexylquinoline-4-carboxylic acid. This acid is dried and dissolved in 50 ml THF and 2 ml ethylchloroformate and 2 ml three ethylamine are added over an ice bath. After 3 hrs stirring 3.9 g (0.02 mole) 4-aminophenoxyisobutyric acid is added and stirring continued for 4 hrs. After filtration most of THF is evaporated and diluted with water ... The reactants are C(C1=CC=CC=C1)N(C(C)=O)C1CCN(CC1)C(=O)OC(C)(C)C (tert-butyl 4-(N-benzylacetamido)piperidine-1-carboxylate), Cl.O1CCOCC1 (HCl dioxane). Solvent: O1CCOCC1 (dioxane). Product: C(C1=CC=CC=C1)N(C(C)=O)C1CCNCC1 (N-benzyl-N-(piperidin-4-yl)acetamide). Yield: 67.6%. As a reaction SMILES: [CH2:1]([N:8]([CH:12]1[CH2:17][CH2:16][N:15](C(OC(C)(C)C)=O)[CH2:14][CH2:13]1)[C:9](=[O:11])[CH3:10])[C:2]1[CH:7]=[CH:6][CH:5]=[CH:4][CH:3]=1.Cl.O1CCOCC1>O1CCOCC1>[CH2:1]([N:8]([CH:12]1[CH2:17][CH2:16][NH:15][CH2:14][CH2:13]1)[C:9](=[O:11])[CH3:10])[C:2]1[CH:3]=[CH:4][CH:5]=[CH:6][CH:7]=1 |f:1.2|. Procedure: A solution of tert-butyl 4-(N-benzylacetamido)piperidine-1-carboxylate (9.3 g, 28.0 mmol) in dioxane (20 mL) and 4 M HCl/dioxane (14.0 mL, 56.0 mmol) was stirred at room temperature overnight and then concentrated in vacuo. The residue was basified with 2 N NaOH and extracted with EtOAc. The organics were washed with brine, dried (Na2SO4), filtered, and concentrated in vacuo, to afford N-benzyl-N-(piperidin-4-yl)acetamide (4.4 g, 67%). The reactants are ClCCCI (1-chloro-3-iodopropane), [Li]CCCC (n-BuLi), heptanes, FC1=CC2=C(SC=C2C)C=C1 (5-fluoro-3-methyl-benzo[b]thiophene), NH4H4Cl. The reagents and catalysts are [Cu]I (copper (I) iodide). Run in C1CCOC1 (THF). Run at temperature -15 celsius, time 30 minute. The product is ClCCCC1=C(C2=C(S1)C=CC(=C2)F)C (2-(3-chloro-propyl)-5-fluoro-3-methyl-benzo[b]thiophene). Yield: 37.1%. Reaction SMILES: [Li]CCCC.[F:6][C:7]1[CH:16]=[CH:15][C:10]2[S:11][CH:12]=[C:13]([CH3:14])[C:9]=2[CH:8]=1.[Cl:17][CH2:18][CH2:19][CH2:20]I>C1COCC1.[Cu]I>[Cl:17][CH2:18][CH2:19][CH2:20][C:12]1[S:11][C:10]2[CH:15]=[CH:16][C:7]([F:6])=[CH:8][C:9]=2[C:13]=1[CH3:14]. Procedure details: n-BuLi in heptanes (1.5 ml, 2.4 mmol, 1.6M) was added drop wise to 5-fluoro-3-methyl-benzo[b]thiophene (332 mg, 2.0 mmol) in THF (5 ml) at −20° C. under argon. The reaction mixture was stirred at −15° C. for 30 min, then 1-chloro-3-iodopropane (322 μl, 3.0 mmol) and copper (I) iodide (38 mg, 0.2 mmol) were added. The reaction was stirred at −15° C. for 1 h, then NH4H4Cl (sat'd aq., 5 ml) was added. The product was extracted with diethyl ether (2×30 ml) and the organic layer was washed with brine... The reactants are Cl (HCl), C(#N)C(C(=O)OCC)=C(C1=CC=C(C=C1)F)C1=CC=C(C=C1)F (ethyl 2-cyano-3,3-bis(4-fluorophenyl)-2-propenoate), [OH-].[Li+] (lithium hydroxide). Solvent: O (water), O1CCCC1 (tetrahydrofuran), O (water). The product is C(#N)C(C(=O)O)=C(C1=CC=C(C=C1)F)C1=CC=C(C=C1)F (2-Cyano-3,3-bis(4-fluorophenyl)-2-propenoic acid). Isolated yield 67.5%. Reaction SMILES: [C:1]([C:3](=[C:9]([C:17]1[CH:22]=[CH:21][C:20]([F:23])=[CH:19][CH:18]=1)[C:10]1[CH:15]=[CH:14][C:13]([F:16])=[CH:12][CH:11]=1)[C:4]([O:6]CC)=[O:5])#[N:2].[OH-].[Li+].Cl>O1CCCC1.O>[C:1]([C:3](=[C:9]([C:10]1[CH:11]=[CH:12][C:13]([F:16])=[CH:14][CH:15]=1)[C:17]1[CH:22]=[CH:21][C:20]([F:23])=[CH:19][CH:18]=1)[C:4]([OH:6])=[O:5])#[N:2] |f:1.2|. Procedure details: To a solution of ethyl 2-cyano-3,3-bis(4-fluorophenyl)-2-propenoate (5.0 g, 16 mmol) in tetrahydrofuran (30 mL) at 0° C. was added a solution of 1 M lithium hydroxide in water (30 ML). Saponification reaction was allowed to proceed at 0° C. for a total of three hours forming a clear homogeneous solution. Crude reaction mixture was made acidic by adding 15 mL of 3 M HCl solution in water and the organic material was extracted twice into diethyl ether. Organic layers were combined, dried over MgSO... The reactants are CCCCCCCCCCCCC(=O)O, ClCCl, Oc1cc(Cl)c(Cl)cc1Cl. Product: CCCCCCCCCCCCC(=O)Oc1cc(Cl)c(Cl)cc1Cl. RXN SMILES: [C:1]([CH2:2][CH2:3][CH2:4][CH2:5][CH2:6][CH2:7][CH2:8][CH2:9][CH2:10][CH2:11][CH2:12][CH3:13])(=[O:14])[OH:15].[CH2:26]([Cl:27])[Cl:28].[OH:16][c:17]1[cH:18][c:19]([Cl:20])[c:21]([Cl:22])[cH:23][c:24]1[Cl:25]>>[C:1]([CH2:2][CH2:3][CH2:4][CH2:5][CH2:6][CH2:7][CH2:8][CH2:9][CH2:10][CH2:11][CH2:12][CH3:13])(=[O:14])[O:15][c:17]1[cH:18][c:19]([Cl:20])[c:21]([Cl:22])[cH:23][c:24]1[Cl:25]. Reactants: O=C1N(N=C(C2=CC=CC=C12)CC(=O)O)CC=1SC2=C(N1)C=C(C=C2)C(F)(F)F ([4-oxo-(5-trifluoromethyl-benzothiazol-2-ylmethyl)-3,4-dihydro-phthalazin-1-yl]-acetic acid), N(CCO)CCO (diethanolamine). The solvent is CC(=O)C (acetone). Conditions: time 2 hour. Product: N(CCO)CCO.O=C1N(N=C(C2=CC=CC=C12)CC(=O)O)CC=1SC2=C(N1)C=C(C=C2)C(F)(F)F ([4-Oxo-(5-trifluoromethyl-benzothiazol-2-ylmethyl)-3,4-dihydro-phthalazin-1-yl]-acetic Acid Diethanolamine Salt). The yield is 80.8%. As a reaction SMILES: [O:1]=[C:2]1[C:11]2[C:6](=[CH:7][CH:8]=[CH:9][CH:10]=2)[C:5]([CH2:12][C:13]([OH:15])=[O:14])=[N:4][N:3]1[CH2:16][C:17]1[S:18][C:19]2[CH:25]=[CH:24][C:23]([C:26]([F:29])([F:28])[F:27])=[CH:22][C:20]=2[N:21]=1.[NH:30]([CH2:34][CH2:35][OH:36])[CH2:31][CH2:32][OH:33]>CC(C)=O>[NH:30]([CH2:34][CH2:35][OH:36])[CH2:31][CH2:32][OH:33].[O:1]=[C:2]1[C:11]2[C:6](=[CH:7][CH:8]=[CH:9][CH:10]=2)[C:5]([CH2:12][C:13]([OH:15])=[O:14])=[N:4][N:3]1[CH2:16][C:17]1[S:18][C:19]2[CH:25]=[CH:24][C:23]([C:26]([F:29])([F:28])[F:27])=[CH:22][C:20]=2[N:21]=1 |f:3.4|. Procedure details: To a solution of [4-oxo-(5-trifluoromethyl-benzothiazol-2-ylmethyl)-3,4-dihydro-phthalazin-1-yl]-acetic acid (2.09 g, 5.0 mmol) in acetone (200 mL) was added diethanolamine (1.05 g, 10.0 mmol). After stirring at ambient temperature for 2.0 hours, the mixture was evaporated to a semi-solid, which was crystallized from ethanol:acetone (1:5) to afford the title compound as a white crystalline solid (2.12 g, 81%). mp: 163-164° C.; 1H NMR (D2O, 350 MHz): δ 3.05 (m, 4H), 3.61 (s, 2H), 3.69 (m, 4H), 5....